Dataset: the Open Reaction Database (ORD), a public repository of structured organic reaction records. Task: describe an organic reaction: reactants, conditions, products, and yield Starting materials: C(C(=O)Cl)(=O)Cl (Oxalyl chloride), C1(=CC=CC=C1)COC1=C(C(=O)O)C=C(C=C1)S(=O)(=O)N1CCCCC1 (2-[(phenylmethyl)oxy]-5-(1-piperidinylsulfonyl)benzoic acid), acyl chloride, N1=CC(=CC=C1)N (3-pyridinamine), C(C)(C)N(CC)C(C)C (diisopropylethylamine). The solvent is ClCCl (dichloromethane), ClCCl (dichloromethane), ClCCl (dichloromethane), ClCCl (dichloromethane). Conditions: temperature 25 celsius, time 0.5 hour. Yields the product C1(=CC=CC=C1)COC1=C(C(=O)NC=2C=NC=CC2)C=C(C=C1)S(=O)(=O)N1CCCCC1 (2-[(Phenylmethyl)oxy]-5-(1-piperidinylsulfonyl)-N-3-pyridinylbenzamide). RXN SMILES: C(Cl)(=O)C(Cl)=O.[C:7]1([CH2:13][O:14][C:15]2[CH:23]=[CH:22][C:21]([S:24]([N:27]3[CH2:32][CH2:31][CH2:30][CH2:29][CH2:28]3)(=[O:26])=[O:25])=[CH:20][C:16]=2[C:17]([OH:19])=O)[CH:12]=[CH:11][CH:10]=[CH:9][CH:8]=1.[N:33]1[CH:38]=[CH:37][CH:36]=[C:35]([NH2:39])[CH:34]=1.C(N(C(C)C)CC)(C)C>ClCCl>[C:7]1([CH2:13][O:14][C:15]2[CH:23]=[CH:22][C:21]([S:24]([N:27]3[CH2:28][CH2:29][CH2:30][CH2:31][CH2:32]3)(=[O:25])=[O:26])=[CH:20][C:16]=2[C:17]([NH:39][C:35]2[CH:34]=[N:33][CH:38]=[CH:37][CH:36]=2)=[O:19])[CH:12]=[CH:11][CH:10]=[CH:9][CH:8]=1. Reported procedure: Oxalyl chloride (0.05 ml, 0.59 mmol) in dichloromethane (5 ml) was added dropwise over 1 min to a stirred solution of 2-[(phenylmethyl)oxy]-5-(1-piperidinylsulfonyl)benzoic acid (may be prepared as described in Description 69; 220 mg, 0.59 mmol) in dichloromethane (5 ml) at 0° C. The reaction mixture was stirred at 25° C. for 0.5 h, and then concentrated under reduced pressure to give crude acyl chloride. A solution of this crude acyl chloride in dichloromethane (5 ml) was added dropwise over 5 ... Starting materials: COC1=CC=C(C(C2=CC=C(C=C2)OC)(C2=CC=CC=C2)OC[C@@H]2[C@H]([C@@H]([C@@H](O2)N2C(=O)NC(=O)C(C)=C2)F)O)C=C1 (1-[2-deoxy-5-O-(4,4'-dimethoxytrityl)-2-fluoro-β-D-arabinofuranosyl]-thymine), [Si](C)(C)(C(C)(C)C)O[C@H]1C[C@@H](O[C@@H]1CO)N1C(=O)NC(=O)C(C)=C1 (3'-O-t-butyldimethylsilylthymidine). Product: [Si](C)(C)(C(C)(C)C)O[C@H]1[C@@H]([C@@H](O[C@@H]1CO)N1C(=O)NC(=O)C(C)=C1)F (1-(3-O-t-Butyldimethylsilyl-2-deoxy-2-fluoro-β-D-arabinofuranosyl)-thymine). As a reaction SMILES: COC1C=CC(C([O:22][CH2:23][C@H:24]2[O:28][C@@H:27]([N:29]3[CH:37]=[C:35]([CH3:36])[C:33](=[O:34])[NH:32][C:30]3=[O:31])[C@@H:26]([F:38])[C@@H:25]2[OH:39])(C2C=CC=CC=2)C2C=CC(OC)=CC=2)=CC=1.[Si:42](O[C@@H]1[C@@H](CO)O[C@@H](N2C=C(C)C(=O)NC2=O)C1)([C:45]([CH3:48])([CH3:47])[CH3:46])([CH3:44])[CH3:43]>>[Si:42]([O:39][C@@H:25]1[C@@H:24]([CH2:23][OH:22])[O:28][C@@H:27]([N:29]2[CH:37]=[C:35]([CH3:36])[C:33](=[O:34])[NH:32][C:30]2=[O:31])[C@H:26]1[F:38])([C:45]([CH3:48])([CH3:47])[CH3:46])([CH3:44])[CH3:43]. Procedure details: This compound is prepared from 1-[2-deoxy-5-O-(4,4'-dimethoxytrityl)-2-fluoro-β-D-arabinofuranosyl]-thymine by the same procedure used for the preparation of 3'-O-t-butyldimethylsilylthymidine.